Dataset: the Open Reaction Database (ORD), a public repository of structured organic reaction records. Task: describe an organic reaction: reactants, conditions, products, and yield Reactants: CN, O=[N+]([O-])c1cnc2ccccc2c1Cl, O. The product is CNc1c([N+](=O)[O-])cnc2ccccc12. Reaction SMILES: [CH3:1][NH2:2].[Cl:3][c:4]1[c:5]([N+:14](=[O:15])[O-:16])[cH:6][n:7][c:8]2[cH:9][cH:10][cH:11][cH:12][c:13]12.[OH2:17]>>[CH3:1][NH:2][c:4]1[c:5]([N+:14](=[O:15])[O-:16])[cH:6][n:7][c:8]2[cH:9][cH:10][cH:11][cH:12][c:13]12. Reactants: O1CCOC2=C1C=CC(=C2)/C=C/C2=CC(=C(C(=O)OC(C)(C)C)C=C2)NC2=CC=C(C=C2)F (tert-butyl 4-((E)-2-(2,3-dihydrobenzo[1,4]dioxin-6-yl)vinyl)-2-(4-fluoroanilino)benzoate). The solvent is FC(C(=O)O)(F)F (Trifluoroacetic acid). Product: O1CCOC2=C1C=CC(=C2)/C=C/C2=CC(=C(C(=O)O)C=C2)NC2=CC=C(C=C2)F (4-((E)-2-(2,3-dihydrobenzo[1,4]dioxin-6-yl)vinyl)-2-(4-fluoroanilino)benzoic acid). As a reaction SMILES: [O:1]1[C:6]2[CH:7]=[CH:8][C:9](/[CH:11]=[CH:12]/[C:13]3[CH:25]=[CH:24][C:16]([C:17]([O:19]C(C)(C)C)=[O:18])=[C:15]([NH:26][C:27]4[CH:32]=[CH:31][C:30]([F:33])=[CH:29][CH:28]=4)[CH:14]=3)=[CH:10][C:5]=2[O:4][CH2:3][CH2:2]1>FC(F)(F)C(O)=O>[O:1]1[C:6]2[CH:7]=[CH:8][C:9](/[CH:11]=[CH:12]/[C:13]3[CH:25]=[CH:24][C:16]([C:17]([OH:19])=[O:18])=[C:15]([NH:26][C:27]4[CH:32]=[CH:31][C:30]([F:33])=[CH:29][CH:28]=4)[CH:14]=3)=[CH:10][C:5]=2[O:4][CH2:3][CH2:2]1. Procedure details: Trifluoroacetic acid 10 mL solution of the obtained tert-butyl 4-((E)-2-(2,3-dihydrobenzo[1,4]dioxin-6-yl)vinyl)-2-(4-fluoroanilino)benzoate was stirred at room temperature for 1 hour. The solvent was removed under reduced pressure to give 4-((E)-2-(2,3-dihydrobenzo[1,4]dioxin-6-yl)vinyl)-2-(4-fluoroanilino)benzoic acid 17 mg of pale yellow solid.